Dataset: the Open Reaction Database (ORD), a public repository of structured organic reaction records. Task: describe an organic reaction: reactants, conditions, products, and yield Starting materials: C1CCOC1, CCOC(=O)C(Cc1ccc(NC(=O)OC(C)(C)C)nc1)P(=O)(OCC)OCC, CCC=O, [H-], [Na+]. Product: CCC=C(Cc1ccc(NC(=O)OC(C)(C)C)nc1)C(=O)OCC. RXN SMILES: [CH2:36]1[O:37][CH2:38][CH2:39][CH2:40]1.[CH2:3]([CH3:4])[O:5][C:6]([CH:7]([CH2:8][c:9]1[cH:10][n:11][c:12]([NH:15][C:16](=[O:17])[O:18][C:19]([CH3:20])([CH3:21])[CH3:22])[cH:13][cH:14]1)[P:23]([O:24][CH2:25][CH3:26])([O:27][CH2:28][CH3:29])=[O:30])=[O:31].[CH:32]([CH2:33][CH3:34])=[O:35].[H-:2].[Na+:1]>>[CH2:3]([CH3:4])[O:5][C:6]([C:7]([CH2:8][c:9]1[cH:10][n:11][c:12]([NH:15][C:16](=[O:17])[O:18][C:19]([CH3:20])([CH3:21])[CH3:22])[cH:13][cH:14]1)=[CH:32][CH2:33][CH3:34])=[O:31].